From a dataset of the Open Reaction Database (ORD), a public repository of structured organic reaction records. describe an organic reaction: reactants, conditions, products, and yield Starting materials: C(C)(=O)OCC (ethyl acetate), C(O)([O-])=O.[Na+] (sodium hydrogen carbonate), [F-].C(CCC)[N+](CCCC)(CCCC)CCCC (tetrabutylammonium fluoride), solution, ClC1=C(C=C2C(=NN(C2=C1)COCC[Si](C)(C)C)NC(CCC)=O)C1=CC=C(C=C1)[N+](=O)[O-] (N-[6-chloro-5-(4-nitrophenyl)-1-[[2-(trimethylsilyl)ethoxy]methyl]-1H-indazol-3-yl]butanamide). The solvent is O1CCCC1 (tetrahydrofuran), O1CCCC1 (tetrahydrofuran). Yields the product ClC1=C(C=C2C(=NNC2=C1)NC(CCC)=O)C1=CC=NC=C1 (N-[6-chloro-5-(4-pyridyl)-1H-indazol-3-yl]butanamide). Reaction SMILES: [F-].C([N+:6](CCCC)(CCCC)CCCC)CCC.[Cl:19][C:20]1[CH:28]=[C:27]2[C:23]([C:24]([NH:37][C:38](=[O:42])[CH2:39][CH2:40][CH3:41])=[N:25][N:26]2COCC[Si](C)(C)C)=[CH:22][C:21]=1[C:43]1[CH:48]=[CH:47]C([N+]([O-])=O)=[CH:45][CH:44]=1.C(OCC)(=O)C.C(=O)([O-])O.[Na+]>O1CCCC1>[Cl:19][C:20]1[CH:28]=[C:27]2[C:23]([C:24]([NH:37][C:38](=[O:42])[CH2:39][CH2:40][CH3:41])=[N:25][NH:26]2)=[CH:22][C:21]=1[C:43]1[CH:44]=[CH:45][N:6]=[CH:47][CH:48]=1 |f:0.1,4.5|. Procedure: 36.8 cm3 of tetrabutylammonium fluoride as a 1M solution in tetrahydrofuran are added to 3 g of N-[6-chloro-5-(4-nitrophenyl)-1-[[2-(trimethylsilyl)ethoxy]methyl]-1H-indazol-3-yl]butanamide, described previously, in 135 cm3 of tetrahydrofuran. The medium is then refluxed for 18 hours and is then allowed to return to room temperature to add 100 cm3 of ethyl acetate and 75 cm3 of saturated aqueous sodium hydrogen carbonate solution. The organic phase is separated out after settling of the phases h... The reactants are COC(=O)c1ccc(Cc2ccccc2OCc2ccccc2)cc1, CO, [OH-], [OH-], [Pd+2]. Product: COC(=O)c1ccc(Cc2ccccc2O)cc1. RXN SMILES: [CH3:1][O:2][C:3]([c:4]1[cH:5][cH:6][c:7]([CH2:10][c:11]2[c:12]([O:17][CH2:18][c:19]3[cH:20][cH:21][cH:22][cH:23][cH:24]3)[cH:13][cH:14][cH:15][cH:16]2)[cH:8][cH:9]1)=[O:25].[CH3:26][OH:27].[OH-:28].[OH-:30].[Pd+2:29]>>[CH3:1][O:2][C:3]([c:4]1[cH:5][cH:6][c:7]([CH2:10][c:11]2[c:12]([OH:17])[cH:13][cH:14][cH:15][cH:16]2)[cH:8][cH:9]1)=[O:25]. Reactants: CC(C)(C)OC(=O)N(C(=O)OC(C)(C)C)C=1NC(=C(N1)Cl)C(=O)NCC1=C(C(=C(C=C1)Cl)OC1=CC(=CC(=C1)C1CC1)C#N)F (bis(1,1-dimethylethyl)(4-chloro-5-{[({4-chloro-3-[(3-cyano-5-cyclopropylphenyl)oxy]-2-fluorophenyl}methyl)amino]carbonyl}-1H-imidazol-2-yl)imidodicarbonate), C(=O)(C(F)(F)F)O (TFA). The solvent is C(Cl)Cl (DCM). Reaction conditions: time 3 hour. Product: FC(C(=O)O)(F)F.NC=1NC(=C(N1)Cl)C(=O)NCC1=C(C(=C(C=C1)Cl)OC1=CC(=CC(=C1)C1CC1)C#N)F (2-amino-4-chloro-N-({4-chloro-3-[(3-cyano-5-cyclopropylphenyl)oxy]-2-fluorophenyl}methyl)-1H-imidazole-5-carboxamide trifluoroacetate). Yield: 42.0%. RXN SMILES: CC(OC([N:8]([C:16]1[NH:17][C:18]([C:22]([NH:24][CH2:25][C:26]2[CH:31]=[CH:30][C:29]([Cl:32])=[C:28]([O:33][C:34]3[CH:39]=[C:38]([CH:40]4[CH2:42][CH2:41]4)[CH:37]=[C:36]([C:43]#[N:44])[CH:35]=3)[C:27]=2[F:45])=[O:23])=[C:19]([Cl:21])[N:20]=1)C(OC(C)(C)C)=O)=O)(C)C.[C:46]([OH:52])([C:48]([F:51])([F:50])[F:49])=[O:47]>C(Cl)Cl>[F:49][C:48]([F:51])([F:50])[C:46]([OH:52])=[O:47].[NH2:8][C:16]1[NH:17][C:18]([C:22]([NH:24][CH2:25][C:26]2[CH:31]=[CH:30][C:29]([Cl:32])=[C:28]([O:33][C:34]3[CH:39]=[C:38]([CH:40]4[CH2:42][CH2:41]4)[CH:37]=[C:36]([C:43]#[N:44])[CH:35]=3)[C:27]=2[F:45])=[O:23])=[C:19]([Cl:21])[N:20]=1 |f:3.4|. Procedure: To a solution of bis(1,1-dimethylethyl)(4-chloro-5-{[({4-chloro-3-[(3-cyano-5-cyclopropylphenyl)oxy]-2-fluorophenyl}methyl)amino]carbonyl}-1H-imidazol-2-yl)imidodicarbonate (161 mg, 0.244 mmol) in DCM (5 ml) was added TFA (2.5 ml) and the reaction mixture was stirred at RT for 3 hours. The solvent was removed and the crude material was purified via reverse phase HPLC to give 2-amino-4-chloro-N-({4-chloro-3-[(3-cyano-5-cyclopropylphenyl)oxy]-2-fluorophenyl}methyl)-1H-imidazole-5-carboxamide trifl... Reactants: CC1=CC=C(C=C1)S(=O)(=O)O.CC1=CC=C(C=C1)S(=O)(=O)O.CN1C=NC(=C1)CCN ([2-(1-methyl-1H-imidazol-4-yl)ethyl]amine bis(4-methylbenzenesulfonate)). The solvent is IMS, O (water). The product is CN1C=NC(=C1)CCN ([2-(1-methyl-1H-imidazol-4-yl)ethyl]amine). Reaction SMILES: CC1C=CC(S(O)(=O)=O)=CC=1.CC1C=CC(S(O)(=O)=O)=CC=1.[CH3:23][N:24]1[CH:28]=[C:27]([CH2:29][CH2:30][NH2:31])[N:26]=[CH:25]1>O>[CH3:23][N:24]1[CH:28]=[C:27]([CH2:29][CH2:30][NH2:31])[N:26]=[CH:25]1 |f:0.1.2|. Procedure details: [2-(1-methyl-1H-imidazol-4-yl)ethyl]amine bis(4-methylbenzenesulfonate) (50 g) was dissolved in IMS (200 ml)/water (200 ml). This was passed through a DOWEX550A column (600 g), eluting with IMS (ca. 4 litres). Appropriate fractions were combined and concentrated in vacuo to yield the title compound, 13.4 g. The reactants are CSSC, Fc1cccc(Cl)c1, C1CCOC1. Yields the product CSc1c(F)cccc1Cl. As a reaction SMILES: [CH3:9][S:10][S:11][CH3:12].[F:1][c:2]1[cH:3][c:4]([Cl:8])[cH:5][cH:6][cH:7]1.[O:13]1[CH2:14][CH2:15][CH2:16][CH2:17]1>>[F:1][c:2]1[c:3]([S:10][CH3:9])[c:4]([Cl:8])[cH:5][cH:6][cH:7]1.